From a dataset of the Open Reaction Database (ORD), a public repository of structured organic reaction records. describe an organic reaction: reactants, conditions, products, and yield Starting materials: CC=1NC2=C([N+]1[O-])C=CC=C2 (2-methylbenzimidazole N-oxide), CI (methyl iodide), Cl (hydrochloric acid), (1963)]in, [H-].[Na+] (sodium hydride). Run in CN(C=O)C (dimethylformamide), O (water). Run at time 15 minute. Product: CON1C(=NC2=C1C=CC=C2)C (1-methoxy-2-methylbenzimidazole). RXN SMILES: [CH3:1][C:2]1[NH:3][C:4]2[CH:11]=[CH:10][CH:9]=[CH:8][C:5]=2[N+:6]=1[O-:7].[H-].[Na+].[CH3:14]I.Cl>O.CN(C)C=O>[CH3:14][O:7][N:6]1[C:5]2[CH:8]=[CH:9][CH:10]=[CH:11][C:4]=2[N:3]=[C:2]1[CH3:1] |f:1.2|. Procedure details: To a solution of 7.8 g (0.53 mole) of 2-methylbenzimidazole N-oxide [Chem. Pharm. Bull., 11, 1375 (1963)]in 50 ml of dimethylformamide was added 2.53 g (0.053 mole) of 50% sodium hydride in oil over a period of 5 minutes. After stirring 15 minutes, 3.33 ml (0.053 mole) of methyl iodide was added over a 15-minute period and the reaction mixture allowed to stir at room temperature for 3 hours. The reaction was poured into water, the pH adjusted to 2 with 12N hydrochloric acid and the impurities ex... The reactants are C(C)O (ethanol), C12CCCC(CCC1)B2 (9-borabicyclo[3.3.1]nonane), solution, [OH-].[Na+] (Sodium hydroxide), OO (hydrogen peroxide), aqueous solution, 155. The solvent is O1CCCC1 (tetrahydrofuran), O1CCCC1 (tetrahydrofuran). Conditions: temperature 5 celsius, time 18 hour. The product is C1(CC1)C(CO)C1CC1 (2,2-Dicyclopropylethanol). Reaction SMILES: [CH:1]12B[CH:5]([CH2:6][CH2:7][CH2:8]1)[CH2:4][CH2:3]C2.[OH-].[Na+].[CH2:12]([OH:14])C.OO>O1CCCC1>[CH:7]1([CH:6]([CH:5]2[CH2:4][CH2:3]2)[CH2:12][OH:14])[CH2:8][CH2:1]1 |f:1.2|. Reported procedure: To a solution of the compound of Preparation 155 (1 g, 9.24 mmol) in tetrahydrofuran (15 ml) under nitrogen was added 9-borabicyclo[3.3.1]nonane (18.5 ml of a 0.5M solution in tetrahydrofuran, 1 mol. equiv.) and the solution stirred for 18 hours. Sodium hydroxide (3.08 ml of a 3M aqueous solution, 1 mol. equiv.) was added followed by ethanol (5 ml). The reaction was cooled to 5° C. and hydrogen peroxide (3.14 ml of a 30% w/w aqueous solution, 3 mol. equiv.) added. The reaction was stirred at roo... The reactants are COC(=O)[O-], Cc1ccccc1, COC(=O)OC1CCC2C3CCC4CC(=O)CCC4(C)C3CCC12C, N#N. Yields the product CC12C=CCC1C1CCC3CC(=O)CCC3(C)C1CC2. Reaction SMILES: [C:1](=[O:2])([O-:3])[O:4][CH3:5].[CH3:33][c:34]1[cH:35][cH:36][cH:37][cH:38][cH:39]1.[CH3:6][O:7][C:8]([O:9][CH:11]1[C:12]2([CH3:13])[CH:14]([CH2:15][CH2:16]1)[CH:17]1[CH2:18][CH2:19][CH:20]3[CH2:21][C:22](=[O:30])[CH2:23][CH2:24][C:25]3([CH3:26])[CH:27]1[CH2:28][CH2:29]2)=[O:10].[N:31]#[N:32]>>[CH:11]1=[CH:16][CH2:15][CH:14]2[C:12]1([CH3:13])[CH2:29][CH2:28][CH:27]1[CH:17]2[CH2:18][CH2:19][CH:20]2[CH2:21][C:22](=[O:30])[CH2:23][CH2:24][C:25]21[CH3:26]. The product is CC1=C(N=C(S1)C1=CC=CC=C1)COC1=NOC(=C1)COC1=C(C=O)C=CC=N1 (2-[[3-[(5-methyl-2-phenyl-4-thiazolyl)methoxy]-5-isoxazolyl]methoxy]nicotinaldehyde). Solvent: CCCCCC (hexane). Isolated yield 42.0%. Reactants: [H-].C(C(C)C)[Al+]CC(C)C (diisobutylaluminum hydride), CC1=C(N=C(S1)C1=CC=CC=C1)COC1=NOC(=C1)COC1=C(C#N)C=CC=N1 (2-[[3-[(5-methyl-2-phenyl-4-thiazolyl)methoxy]-5-isoxazolyl]methoxy]nicotinonitrile), C1(=CC=CC=C1)C (toluene), [Cl-].[NH4+] (ammonium chloride), C(C)(=O)OCC (Ethyl acetate). As a reaction SMILES: [CH3:1][C:2]1[S:6][C:5]([C:7]2[CH:12]=[CH:11][CH:10]=[CH:9][CH:8]=2)=[N:4][C:3]=1[CH2:13][O:14][C:15]1[CH:19]=[C:18]([CH2:20][O:21][C:22]2[N:29]=[CH:28][CH:27]=[CH:26][C:23]=2[C:24]#N)[O:17][N:16]=1.C1(C)C=CC=CC=1.[H-].C([Al+]CC(C)C)C(C)C.[Cl-].[NH4+].C(OCC)(=[O:51])C>CCCCCC>[CH3:1][C:2]1[S:6][C:5]([C:7]2[CH:8]=[CH:9][CH:10]=[CH:11][CH:12]=2)=[N:4][C:3]=1[CH2:13][O:14][C:15]1[CH:19]=[C:18]([CH2:20][O:21][C:22]2[N:29]=[CH:28][CH:27]=[CH:26][C:23]=2[CH:24]=[O:51])[O:17][N:16]=1 |f:2.3,4.5|. Reported procedure: To a mixture of 2-[[3-[(5-methyl-2-phenyl-4-thiazolyl)methoxy]-5-isoxazolyl]methoxy]nicotinonitrile (1.90 g) and anhydrous toluene (100 mL) was dropwise added a solution (0.95 M, 16.3 mL) of diisobutylaluminum hydride in hexane at −78° C. The reaction mixture was allowed to warm to room temperature with stirring for 1.5 hrs. A saturated aqueous ammonium chloride solution (30 mL) was dropwise added to the mixture and the mixture was further stirred at room temperature for 30 min. Ethyl acetate wa... Run at time 1.5 hour. The reactants are NC1=CC2=CC=C(C=C2C=C1)Br (2-amino-6-bromonaphthalene), S(=O)(=O)(OC)OC (dimethyl sulfate), [OH-].[Na+] (sodium hydroxide), C(C)(=O)OCC (ethyl acetate). Run in O1CCOCC1 (1,4-dioxane). Conditions: time 46 hour. Product: BrC1=CC2=CC=C(C=C2C=C1)NC (2-bromo-6-(N-methylamino)naphthalene). Reaction SMILES: [NH2:1][C:2]1[CH:11]=[CH:10][C:9]2[C:4](=[CH:5][CH:6]=[C:7]([Br:12])[CH:8]=2)[CH:3]=1.S(OC)(O[CH3:17])(=O)=O.C(OCC)(=O)C.[OH-].[Na+]>O1CCOCC1>[Br:12][C:7]1[CH:6]=[CH:5][C:4]2[C:9](=[CH:10][CH:11]=[C:2]([NH:1][CH3:17])[CH:3]=2)[CH:8]=1 |f:3.4|. Reported procedure: A solution of 2-amino-6-bromonaphthalene (2.0 g) in 1,4-dioxane (30 ml) was added dropwise with dimethyl sulfate (1300 μl) and stirred at room temperature for 46 hours. The reaction mixture was added with ethyl acetate (90 ml) and then added with 1 N aqueous sodium hydroxide (5 ml). This mixture was extracted with ethyl acetate (150 ml×3). The organic layer was washed with saturated brine and dried, and then the solvent was evaporated under reduced pressure. The residue was purified by flash col... Reactants: CC(=O)N(CCCCl)c1ccc(-c2cc(=O)c3c(N)c(F)cc(F)c3o2)cc1F, Cl, C1COCCO1, O. The product is Nc1c(F)cc(F)c2oc(-c3ccc(NCCCCl)c(F)c3)cc(=O)c12. RXN SMILES: [C:1](=[O:2])([CH3:3])[N:4]([CH2:5][CH2:6][CH2:7][Cl:8])[c:9]1[c:10]([F:29])[cH:11][c:12](-[c:15]2[o:16][c:17]3[c:18]([c:19](=[O:21])[cH:20]2)[c:22]([NH2:28])[c:23]([F:27])[cH:24][c:25]3[F:26])[cH:13][cH:14]1.[ClH:30].[O:32]1[CH2:33][CH2:34][O:35][CH2:36][CH2:37]1.[OH2:31]>>[NH:4]([CH2:5][CH2:6][CH2:7][Cl:8])[c:9]1[c:10]([F:29])[cH:11][c:12](-[c:15]2[o:16][c:17]3[c:18]([c:19](=[O:21])[cH:20]2)[c:22]([NH2:28])[c:23]([F:27])[cH:24][c:25]3[F:26])[cH:13][cH:14]1.